Dataset: the Open Reaction Database (ORD), a public repository of structured organic reaction records. Task: describe an organic reaction: reactants, conditions, products, and yield Starting materials: C(C)(=O)N1C(C(C2=CC=CC=C12)=C(C1=CC=CC=C1)OCC)=O (1-acetyl-3-(1-ethoxy-1-phenyl-methylidene)-2-indolinone), CN(S(=O)(=O)C1=CC=C(C=C1)N)C (4-aminobenzenesulphonic acid-dimethylamide). Yields the product CN(S(=O)(=O)C1=CC=C(C=C1)N\C(\C1=CC=CC=C1)=C\1/C(NC2=CC=CC=C12)=O)C ((Z)-3-{1-[4-(dimethylaminosulphonyl)-phenylamino]-1-phenyl-methylidene}-2-indolinone). As a reaction SMILES: C([N:4]1[C:12]2[C:7](=[CH:8][CH:9]=[CH:10][CH:11]=2)[C:6](=[C:13](OCC)[C:14]2[CH:19]=[CH:18][CH:17]=[CH:16][CH:15]=2)[C:5]1=[O:23])(=O)C.[CH3:24][N:25]([CH3:36])[S:26]([C:29]1[CH:34]=[CH:33][C:32]([NH2:35])=[CH:31][CH:30]=1)(=[O:28])=[O:27]>>[CH3:24][N:25]([CH3:36])[S:26]([C:29]1[CH:34]=[CH:33][C:32]([NH:35]/[C:13](=[C:6]2\[C:5](=[O:23])[NH:4][C:12]3[C:7]\2=[CH:8][CH:9]=[CH:10][CH:11]=3)/[C:14]2[CH:15]=[CH:16][CH:17]=[CH:18][CH:19]=2)=[CH:31][CH:30]=1)(=[O:27])=[O:28]. Reported procedure: Prepared analogously to Example 1c from 1-acetyl-3-(1-ethoxy-1-phenyl-methylidene)-2-indolinone and 4-aminobenzenesulphonic acid-dimethylamide. Reactants: CC1(CC2(C(NC(O2)(CC)CC)=O)CC(N1)(C)C)C (7,7,9,9-tetramethyl-2,2-diethyl-1-oxa-3,8-diaza-spiro[4.5]decan-4-one), C1C(O1)CO (glycidol), C1C(O1)CO (glycidol), [OH-].[Na+] (NaOH). The reagents and catalysts are Cl (HCl), CCCCCCCC[N+](C)(CCCCCCCC)CCCCCCCC.[Cl-] (tricaprylmethylammonium chloride). The solvent is C(CC)O (propanol). Run at temperature 80 celsius, time 15 hour. Product: CC1(CC2(C(N(C(O2)(CC)CC)CC(CO)O)=O)CC(N1CC(CO)O)(C)C)C (7,7,9,9-Tetramethyl-2,2-diethyl-3,8-bis-(2,3-dihydroxypropyl)-1-oxa-3,8-diaza-spiro[4.5]decan-4-one). RXN SMILES: [CH3:1][C:2]1([CH3:19])[NH:16][C:15]([CH3:18])([CH3:17])[CH2:14][C:4]2([O:8][C:7]([CH2:11][CH3:12])([CH2:9][CH3:10])[NH:6][C:5]2=[O:13])[CH2:3]1.[CH2:20]1[O:22][CH:21]1[CH2:23][OH:24].[OH-:25].[Na+]>Cl.C(O)CC.CCCCCCCC[N+](CCCCCCCC)(CCCCCCCC)C.[Cl-]>[CH3:18][C:15]1([CH3:17])[N:16]([CH2:9][CH:7]([OH:8])[CH2:11][OH:25])[C:2]([CH3:1])([CH3:19])[CH2:3][C:4]2([O:8][C:7]([CH2:9][CH3:10])([CH2:11][CH3:12])[N:6]([CH2:20][CH:21]([OH:22])[CH2:23][OH:24])[C:5]2=[O:13])[CH2:14]1 |f:2.3,6.7|. Procedure: 13.4 g (1/20 mole) of 7,7,9,9-tetramethyl-2,2-diethyl-1-oxa-3,8-diaza-spiro[4.5]decan-4-one, 3.7 g (1/20 mole) of glycidol and 1 drop of concentrated HCl in 60 ml of propanol were stirred for 10 hours at 80° C. A further 3.7 g of glycidol, 0.2 g of tricaprylmethylammonium chloride and 0.3 g of 50% strength NaOH were then added, after which the mixture was stirred for a further 15 hours at 80° C. The mixture was then filtered and the filtrate evaporated to dryness. RXN SMILES: OO.FC(F)(F)C(OC(=O)C(F)(F)F)=[O:6].[CH3:16][N:17]([CH3:33])[CH2:18][CH2:19][NH:20][C:21]1[N:22]=[N+:23]([O-:32])[C:24]2[CH:30]=[CH:29][C:28]([CH3:31])=[CH:27][C:25]=2[N:26]=1.FC(F)(F)C(O)=O>C(Cl)Cl.C(Cl)(Cl)Cl.N>[CH3:33][N:17]([CH3:16])[CH2:18][CH2:19][NH:20][C:21]1[N:22]=[N+:23]([O-:32])[C:24]2[CH:30]=[CH:29][C:28]([CH3:31])=[CH:27][C:25]=2[N+:26]=1[O-:6]. Run in N (NH3), C(Cl)Cl (DCM), C(Cl)(Cl)Cl (CHCl3). Isolated yield 34.2%. Starting materials: OO (Hydrogen peroxide), FC(C(=O)OC(C(F)(F)F)=O)(F)F (trifluoroacetic anhydride), CN(CCNC=1N=[N+](C2=C(N1)C=C(C=C2)C)[O-])C (N1,N1-Dimethyl-N2-(6-methyl-1-oxido-1,2,4-benzotriazin-3-yl)-1,2-ethanediamine), FC(C(=O)O)(F)F (trifluoroacetic acid). Procedure: Hydrogen peroxide (70%, 1.1 mL, ca. 22.9 mmol) was added dropwise to a stirred solution of trifluoroacetic anhydride (3.2 mL, 22.9 mmol) in DCM (20 mL) at 5° C. The mixture was stirred at 5° C. for 5 min, warmed to 20° C., stirred for 10 min, and cooled to 5° C. The mixture was added to a stirred solution of 1-oxide 2 (566 mg, 2.3 mmol) and trifluoroacetic acid (353 μL, 4.6 mmol) in CHCl3 (20 mL) at 5° C. and the mixture stirred at 20° C. for 16 h. The solution was carefully diluted with dilute ... Run at temperature 5 celsius, time 5 minute. Yields the product CN(CCNC=1N=[N+](C2=C([N+]1[O-])C=C(C=C2)C)[O-])C (N1,N1-Dimethyl-N2-(6-methyl-1,4-dioxido-1,2,4-benzotriazin-3-yl)-1,2-ethanediamine). Starting materials: ClCC(C(C(=O)OCC)=NOCC1=CC=C(C=C1)Cl)=O (Ethyl 4-chloro-2-(4-chlorobenzyloxyimino)-3-oxobutyrate), NC(=S)N (thiourea), C(C)(=O)[O-].[Na+] (sodium acetate), O (water). The solvent is C(C)O (ethanol). Yields the product NC=1SC=C(N1)C(C(=O)OCC)=NOCC1=CC=C(C=C1)Cl (ethyl 2-(2-aminothiazol-4-yl)-2-(4-chlorobenzyloxyimino)acetate). Isolated yield 32.4%. RXN SMILES: Cl[CH2:2][C:3](=O)[C:4](=[N:10][O:11][CH2:12][C:13]1[CH:18]=[CH:17][C:16]([Cl:19])=[CH:15][CH:14]=1)[C:5]([O:7][CH2:8][CH3:9])=[O:6].[NH2:21][C:22]([NH2:24])=[S:23].C([O-])(=O)C.[Na+].O>C(O)C>[NH2:24][C:22]1[S:23][CH:2]=[C:3]([C:4](=[N:10][O:11][CH2:12][C:13]2[CH:18]=[CH:17][C:16]([Cl:19])=[CH:15][CH:14]=2)[C:5]([O:7][CH2:8][CH3:9])=[O:6])[N:21]=1 |f:2.3|. Procedure: Ethyl 4-chloro-2-(4-chlorobenzyloxyimino)-3-oxobutyrate (syn isomer, 37.2 g.), thiourea (9.82 g.), sodium acetate 3 hydrate (17.55 g.), water (80 ml.) and ethanol (80 ml.) were treated in similar manner to that of Example P-(3) to give ethyl 2-(2-aminothiazol-4-yl)-2-(4-chlorobenzyloxyimino)acetate (syn isomer, 12.86 g.). Reactants: O (water), COC(C(C1=CC=C(C=C1)O)OC)=O (2-methoxy-2-(4-hydroxyphenyl)acetic acid methyl ester), C([O-])([O-])=O.[K+].[K+] (potassium carbonate), Cl.ClCC1=NC=CC=C1 (2-chloromethylpyridine hydrochloride). Run in CN(C)C=O (DMF). Run at time 16 hour. Product: COC(C(C1=CC=C(C=C1)OCC1=NC=CC=C1)OC)=O (2-methoxy-2-[4-(2-pyridylmethoxy)phenyl]acetic acid methyl ester). The yield is 17.4%. As a reaction SMILES: [CH3:1][O:2][C:3](=[O:14])[CH:4]([O:12][CH3:13])[C:5]1[CH:10]=[CH:9][C:8]([OH:11])=[CH:7][CH:6]=1.C(=O)([O-])[O-].[K+].[K+].Cl.Cl[CH2:23][C:24]1[CH:29]=[CH:28][CH:27]=[CH:26][N:25]=1.O>CN(C=O)C>[CH3:1][O:2][C:3](=[O:14])[CH:4]([O:12][CH3:13])[C:5]1[CH:10]=[CH:9][C:8]([O:11][CH2:23][C:24]2[CH:29]=[CH:28][CH:27]=[CH:26][N:25]=2)=[CH:7][CH:6]=1 |f:1.2.3,4.5|. Reported procedure: A mixture of 2-methoxy-2-(4-hydroxyphenyl)acetic acid methyl ester (see Example 10) (8g; 40 mmol), potassium carbonate (11.04 g; 80 mmol) and 2-chloromethylpyridine hydrochloride (6.56 g; 40 mmol) in DMF (150 ml) was stirred at room temperature for 16 h, and then poured into icy water. The product was extracted with ethyl acetate, the acetate layer was washed with water, brine, dried with magnesium sulfate ans concentated in vacuo. The residue was purified by column chromatography (hexane-ethyl ... Yields the product CCCCCCOc1nsnc1-c1ccc(C)nc1. RXN SMILES: [CH2:24]1[O:25][CH2:26][CH2:27][CH2:28]1.[CH2:3]([CH2:4][CH2:5][CH2:6][CH2:7][CH3:8])[OH:9].[Cl:10][c:11]1[n:12][s:13][n:14][c:15]1-[c:16]1[cH:17][n:18][c:19]([CH3:22])[cH:20][cH:21]1.[H-:1].[Na+:2].[OH2:23]>>[CH2:3]([CH2:4][CH2:5][CH2:6][CH2:7][CH3:8])[O:9][c:11]1[n:12][s:13][n:14][c:15]1-[c:16]1[cH:17][n:18][c:19]([CH3:22])[cH:20][cH:21]1. Starting materials: C1CCOC1, CCCCCCO, Cc1ccc(-c2nsnc2Cl)cn1, [H-], [Na+], O.